The task is: describe an organic reaction: reactants, conditions, products, and yield. This data is from the Open Reaction Database (ORD), a public repository of structured organic reaction records. The reactants are BrB(Br)Br, COc1ccc(-c2nc3cnc(C4CCNC(C)C4)[nH]c-3c2C)cc1, ClCCl. The product is Cc1c(-c2ccc(O)cc2)nc2cnc(C3CCNC(C)C3)[nH]c1-2. Reaction SMILES: [B:26]([Br:27])([Br:28])[Br:29].[CH3:1][CH:2]1[NH:3][CH2:4][CH2:5][CH:6]([c:8]2[n:9][cH:10][c:11]3[n:16][c:15](-[c:17]4[cH:18][cH:19][c:20]([O:23][CH3:24])[cH:21][cH:22]4)[c:14]([CH3:25])[c:12]-3[nH:13]2)[CH2:7]1.[Cl:30][CH2:31][Cl:32]>>[CH3:1][CH:2]1[NH:3][CH2:4][CH2:5][CH:6]([c:8]2[n:9][cH:10][c:11]3[n:16][c:15](-[c:17]4[cH:18][cH:19][c:20]([OH:23])[cH:21][cH:22]4)[c:14]([CH3:25])[c:12]-3[nH:13]2)[CH2:7]1. Reactants: O=C([O-])[O-], CCOC(C)=O, CN(C)C=O, COC(=O)CC#N, O=[N+]([O-])c1ccc(Cl)cc1Cl, Cl, [K+], [K+], O. The product is COC(=O)C(C#N)c1cc(Cl)ccc1[N+](=O)[O-]. As a reaction SMILES: [C:1](=[O:2])([O-:3])[O-:4].[CH3:27][CH2:28][O:29][C:30](=[O:31])[CH3:32].[CH3:33][N:34]([CH3:35])[CH:36]=[O:37].[CH3:7][O:8][C:9](=[O:10])[CH2:11][C:12]#[N:13].[Cl:14][c:15]1[c:16]([N+:22](=[O:23])[O-:24])[cH:17][cH:18][c:19]([Cl:21])[cH:20]1.[ClH:25].[K+:5].[K+:6].[OH2:26]>>[CH3:7][O:8][C:9](=[O:10])[CH:11]([C:12]#[N:13])[c:15]1[c:16]([N+:22](=[O:23])[O-:24])[cH:17][cH:18][c:19]([Cl:21])[cH:20]1. Reactants: NC(=CC#N)C=1SC(=CC1)Cl (β-amino-5-chloro-2-thiopheneacrylonitrile), Cl (hydrochloric acid), CO (methanol). Conditions: time 3 hour. The product is ClC1=CC=C(S1)C(CC#N)=O (5-chloro-β-oxo-2-thiophenepropionitrile). As a reaction SMILES: N[C:2]([C:6]1[S:7][C:8]([Cl:11])=[CH:9][CH:10]=1)=[CH:3][C:4]#[N:5].Cl.C[OH:14]>>[Cl:11][C:8]1[S:7][C:6]([C:2](=[O:14])[CH2:3][C:4]#[N:5])=[CH:10][CH:9]=1. Procedure: A 9.2 g. portion of β-amino-5-chloro-2-thiopheneacrylonitrile is dissolved in 100 ml. of methanol. A 50 ml. portion of 1 N hydrochloric acid is added and the mixture is stirred at room temperature for 3 hours. The precipitate is collected giving 5-chloro-β-oxo-2-thiophenepropionitrile. Starting materials: CC(=O)O, COc1cscc1C(=O)NN, ClC(Cl)Cl, Cl, O=N[O-], [Na+], O. The product is COc1cscc1C(=O)N=[N+]=[N-]. RXN SMILES: [CH3:17][C:18](=[O:19])[OH:20].[CH3:1][O:2][c:3]1[c:4]([C:8](=[O:9])[NH:10][NH2:11])[cH:5][s:6][cH:7]1.[CH:21]([Cl:22])([Cl:23])[Cl:24].[ClH:16].[N:12]([O-:13])=[O:14].[Na+:15].[OH2:25]>>[CH3:1][O:2][c:3]1[c:4]([C:8](=[O:9])[N:10]=[N+:11]=[N-:12])[cH:5][s:6][cH:7]1. The reactants are C1CCNCC1, CCOC(C)=O, CS(=O)(=O)c1cc(C(=O)O)cc([N+](=O)[O-])c1Cl, Cl, O. Yields the product CS(=O)(=O)c1cc(C(=O)O)cc([N+](=O)[O-])c1N1CCCCC1. Reaction SMILES: [CH2:18]1[CH2:19][CH2:20][NH:21][CH2:22][CH2:23]1.[CH3:24][CH2:25][O:26][C:27](=[O:28])[CH3:29].[Cl:1][c:2]1[c:3]([S:14](=[O:15])(=[O:16])[CH3:17])[cH:4][c:5]([C:6](=[O:7])[OH:8])[cH:9][c:10]1[N+:11](=[O:12])[O-:13].[ClH:30].[OH2:31]>>[c:2]1([N:21]2[CH2:20][CH2:19][CH2:18][CH2:23][CH2:22]2)[c:3]([S:14](=[O:15])(=[O:16])[CH3:17])[cH:4][c:5]([C:6](=[O:7])[OH:8])[cH:9][c:10]1[N+:11](=[O:12])[O-:13]. Reactants: C(C1=CC=CC=C1)OC1=CC(N(C=C1)CC(=O)C1=C(C=C(C=C1)CBr)C)=O (4-Benzyloxy-1-[2-(4-bromomethyl-2-methyl-phenyl)-2-oxo-ethyl]-1H-pyridin-2-one), OC1(CNCC1)C (3-hydroxy-3-methylpyrrolidine), C(=O)([O-])[O-].[K+].[K+] (K2CO3). The solvent is CN(C)C=O (DMF). Run at temperature 50 celsius, time 8 hour. The product is C(C1=CC=CC=C1)OC1=CC(N(C=C1)CC(=O)C1=C(C=C(C=C1)CN1CC(CC1)(C)O)C)=O (4-Benzyloxy-1-{2-[4-(3-hydroxy-3-methyl-pyrrolidin-1-ylmethyl)-2-methyl-phenyl]-2-oxo-ethyl}-1H-pyridin-2-one). Reaction SMILES: [CH2:1]([O:8][C:9]1[CH:14]=[CH:13][N:12]([CH2:15][C:16]([C:18]2[CH:23]=[CH:22][C:21]([CH2:24]Br)=[CH:20][C:19]=2[CH3:26])=[O:17])[C:11](=[O:27])[CH:10]=1)[C:2]1[CH:7]=[CH:6][CH:5]=[CH:4][CH:3]=1.[OH:28][C:29]1([CH3:34])[CH2:33][CH2:32][NH:31][CH2:30]1.C([O-])([O-])=O.[K+].[K+]>CN(C=O)C>[CH2:1]([O:8][C:9]1[CH:14]=[CH:13][N:12]([CH2:15][C:16]([C:18]2[CH:23]=[CH:22][C:21]([CH2:24][N:31]3[CH2:32][CH2:33][C:29]([OH:28])([CH3:34])[CH2:30]3)=[CH:20][C:19]=2[CH3:26])=[O:17])[C:11](=[O:27])[CH:10]=1)[C:2]1[CH:7]=[CH:6][CH:5]=[CH:4][CH:3]=1 |f:2.3.4|. Procedure details: To a solution of 4-benzyloxy-1-[2-(4-bromomethyl-2-methyl-phenyl)-2-oxo-ethyl]-1H-pyridin-2-one (preparation 1d, 100 mg, 0.24 mmol) in DMF (2 mL) is added 3-hydroxy-3-methylpyrrolidine (28 mg, 0.28 mmol) and K2CO3 (65 mg, 0.47 mmol). The reaction mixture is stirred overnight at 50° C. The mixture is purified via reverse phase HPLC chromatography (Phenomenex Gemini-C18 10 μm, gradient 5% 90% acetonitrile in water+0.3% NH4OH, 120 mL/min). Starting materials: ice water, P(=O)(Cl)(Cl)Cl (Phosphorus oxychloride), O=P(Cl)(Cl)Cl (POCl3), CN(C)C=O (DMF), BrC=1C=CC2=C(OCCCC2=O)C1 (8-bromo-3,4-dihydrobenzo[b]oxepin-5(2H)-one), CN(C)C=O (DMF). Reaction SMILES: P(Cl)(Cl)([Cl:3])=O.[Br:6][C:7]1[CH:8]=[CH:9][C:10]2[C:16](=O)[CH2:15][CH2:14][CH2:13][O:12][C:11]=2[CH:18]=1.CN([CH:22]=[O:23])C>>[Br:6][C:7]1[CH:8]=[CH:9][C:10]2=[C:11]([CH:18]=1)[O:12][CH2:13][CH2:14][C:15]([CH:22]=[O:23])=[C:16]2[Cl:3]. Conditions: time 2 hour. Procedure: Phosphorus oxychloride, POCl3 (1.88 mL, 20.8 mmol) was added dropwise to DMF (5 mL) at 0° C. After 30 min a solution of 8-bromo-3,4-dihydrobenzo[b]oxepin-5(2H)-one 8 (2.0 g, 8.3 mmol) in 8 mL DMF was added dropwise. The reaction mixture was allowed to reach room temperature to stir 2 hr, then poured slowly over rapidly stirred ice water. The aqueous phase was extracted with ethylacetate and the combined organics were washed with brine, dried over sodium sulfate and concentrated to give 9. Product: BrC=1C=CC/2=C(OCC/C(=C2/Cl)/C=O)C1 ((Z)-8-bromo-5-chloro-2,3-dihydrobenzo[b]oxepine-4-carbaldehyde). Product: CCN(CC)OC(=O)CSc1cc(N2C(=O)C3=C(CCCC3)C2=O)c(F)cc1Cl. Starting materials: O=C(O)CSc1cc(N2C(=O)C3=C(CCCC3)C2=O)c(F)cc1Cl, CCN(O)CC, C1CCOC1. As a reaction SMILES: [C:1](=[O:2])([OH:3])[CH2:4][S:5][c:6]1[c:7]([Cl:24])[cH:8][c:9]([F:23])[c:10]([N:12]2[C:13](=[O:22])[C:14]3=[C:19]([CH2:18][CH2:17][CH2:16][CH2:15]3)[C:20]2=[O:21])[cH:11]1.[CH2:25]([CH3:26])[N:27]([OH:28])[CH2:29][CH3:30].[O:31]1[CH2:32][CH2:33][CH2:34][CH2:35]1>>[C:1]([O:2][N:27]([CH2:25][CH3:26])[CH2:29][CH3:30])(=[O:3])[CH2:4][S:5][c:6]1[c:7]([Cl:24])[cH:8][c:9]([F:23])[c:10]([N:12]2[C:13](=[O:22])[C:14]3=[C:19]([CH2:18][CH2:17][CH2:16][CH2:15]3)[C:20]2=[O:21])[cH:11]1.